From a dataset of the Open Reaction Database (ORD), a public repository of structured organic reaction records. describe an organic reaction: reactants, conditions, products, and yield Reactants: [Cl-].[NH4+] (ammonium chloride), 2-M, C[Li] (methyl lithium), CC(CC(=O)O)CC(C)(C)C (3,5,5-trimethylhexanoic acid). The solvent is C(C)OCC (diethyl ether). Conditions: time 1.5 hour. Product: CC(CC(C)=O)CC(C)(C)C (4,6,6-trimethyl-2-heptanone). As a reaction SMILES: [CH3:1][Li].[CH3:3][CH:4]([CH2:9][C:10]([CH3:13])([CH3:12])[CH3:11])[CH2:5][C:6]([OH:8])=O.[Cl-].[NH4+]>C(OCC)C>[CH3:3][CH:4]([CH2:9][C:10]([CH3:13])([CH3:12])[CH3:11])[CH2:5][C:6](=[O:8])[CH3:1] |f:2.3|. Reported procedure: 250 ml. of a ca. 2-M ethereal methyl lithium solution are added dropwise to 39.5 g. of 3,5,5-trimethylhexanoic acid in 250 ml. of absolute diethyl ether at such a rate that a slight reflux is maintained. After completion of the addition, the mixture is stirred at room temperature for 1.5 hours, then cooled in an ice bath and 100 ml. of saturated aqueous ammonium chloride solution are cautiously added dropwise with stirring. The mixture is filtered through diatomaceous earth and the two phases of... Procedure details: The title compound was prepared in accordance with the general method described in example 66 from cyclopropylsulfamoylchloride and (R)—N2-indan-1-yl-quinoline-2,6-diamine; MS: m/e=395.6 (M+H+). Reactants: C1(CC1)NS(=O)(=O)Cl (cyclopropylsulfamoylchloride), [C@H]1(CCC2=CC=CC=C12)NC1=NC2=CC=C(C=C2C=C1)N ((R)—N2-indan-1-yl-quinoline-2,6-diamine). The product is C1(CC1)NS(=O)(=O)NC=1C=C2C=CC(=NC2=CC1)N[C@@H]1CCC2=CC=CC=C12 (N-Cyclopropyl-N′-{2-[(1R)-2,3-dihydro-1H-inden-1-ylamino]quinolin-6-yl}sulfamide). Reaction SMILES: [CH:1]1([NH:4][S:5](Cl)(=[O:7])=[O:6])[CH2:3][CH2:2]1.[C@H:9]1([NH:18][C:19]2[CH:28]=[CH:27][C:26]3[C:21](=[CH:22][CH:23]=[C:24]([NH2:29])[CH:25]=3)[N:20]=2)[C:17]2[C:12](=[CH:13][CH:14]=[CH:15][CH:16]=2)[CH2:11][CH2:10]1>>[CH:1]1([NH:4][S:5]([NH:29][C:24]2[CH:25]=[C:26]3[C:21](=[CH:22][CH:23]=2)[N:20]=[C:19]([NH:18][C@H:9]2[C:17]4[C:12](=[CH:13][CH:14]=[CH:15][CH:16]=4)[CH2:11][CH2:10]2)[CH:28]=[CH:27]3)(=[O:7])=[O:6])[CH2:3][CH2:2]1. Starting materials: CI, Clc1ccc(-c2nc[nH]c2-c2ccc(Cl)cc2)cc1, [H-], [Na+], CN(C)C=O. Yields the product Cn1cnc(-c2ccc(Cl)cc2)c1-c1ccc(Cl)cc1. As a reaction SMILES: [CH3:20][I:21].[Cl:1][c:2]1[cH:3][cH:4][c:5](-[c:8]2[n:9][cH:10][nH:11][c:12]2-[c:13]2[cH:14][cH:15][c:16]([Cl:19])[cH:17][cH:18]2)[cH:6][cH:7]1.[H-:22].[Na+:23].[O:24]=[CH:25][N:26]([CH3:27])[CH3:28]>>[Cl:1][c:2]1[cH:3][cH:4][c:5](-[c:8]2[n:9]([CH3:20])[cH:10][n:11][c:12]2-[c:13]2[cH:14][cH:15][c:16]([Cl:19])[cH:17][cH:18]2)[cH:6][cH:7]1. The solvent is ClCCCl (1,2 dichloroethane). The product is CN1C(N(C(C2=C1SC=C2CC(=O)NC=2SC=C(N2)C2=C(C(=CC=C2)C(F)(F)F)F)=O)C)=O (2-(1,3-Dimethyl-2,4-dioxo-1,2,3,4-tetrahydrothieno[2,3-d]pyrimidin-5-yl)-N-{4-[2-fluoro-3-(trifluoromethyl)phenyl]-1,3-thiazol-2-yl}acetamide), product. Reported procedure: The title compound was prepared according to the general procedure (Method A) by coupling Intermediate 1 (100 mg, 0.393 mmol) with 4-[2-fluoro-3-(trifluoromethyl)phenyl]-1,3-thiazol-2-amine (103 mg, 0.393 mmol) in the presence of EDCI hydrochloride (90 mg, 0.472 mmol), HOBt (16 mg, 0.117 mmol) and DMAP (5 mg, 0.039 mmol) in 1,2 dichloroethane (6 ml) to give 40 mg of the product as an off-white solid; 1H NMR (300 MHz, DMSO-d6) δ 3.19 (s, 3H), 3.47 (s, 3H), 4.08 (s, 2H), 7.07 (s, 1H), 7.53 (t, J=7... Reagents/catalysts: CN(C)C=1C=CN=CC1 (DMAP). RXN SMILES: [CH3:1][N:2]1[C:7]2=[CH:8][S:9][C:10](C)=[C:6]2[C:5](=[O:12])[N:4]([CH3:13])[C:3]1=[O:14].[F:15][C:16]1[C:21]([C:22]([F:25])([F:24])[F:23])=[CH:20][CH:19]=[CH:18][C:17]=1[C:26]1[N:27]=[C:28]([NH2:31])[S:29][CH:30]=1.CCN=C=NC[CH2:38][CH2:39]N(C)C.Cl.C1C=CC2N([OH:53])N=NC=2C=1>CN(C1C=CN=CC=1)C.ClCCCl>[CH3:1][N:2]1[C:10]2[S:9][CH:8]=[C:7]([CH2:38][C:39]([NH:31][C:28]3[S:29][CH:30]=[C:26]([C:17]4[CH:18]=[CH:19][CH:20]=[C:21]([C:22]([F:23])([F:25])[F:24])[C:16]=4[F:15])[N:27]=3)=[O:53])[C:6]=2[C:5](=[O:12])[N:4]([CH3:13])[C:3]1=[O:14] |f:2.3|. The reactants are C=1C=CC2=C(C1)N=NN2O (HOBt), CCN=C=NCCCN(C)C.Cl (EDCI hydrochloride), CN1C(N(C(C=2C1=CSC2C)=O)C)=O (1,3,5-trimethylthieno[3,4-d]pyrimidine-2,4(1H,3H)-dione), FC1=C(C=CC=C1C(F)(F)F)C=1N=C(SC1)N (4-[2-fluoro-3-(trifluoromethyl)phenyl]-1,3-thiazol-2-amine). Reactants: BrC=1C(=C(C(=O)OCC)C(=CC1)C)OC (ethyl 3-bromo-2-methoxy-6-methylbenzoate), BrC=1C(=C(C(=O)OC)C(=CC1)C)O (methyl 3-bromo-2-hydroxy-6-methylbenzoate), BrC=1C(=C(C(=O)OC)C(=CC1)C)O (methyl 3-bromo-2-hydroxy-6-methylbenzoate). Yields the product BrC=1C(=C(C(=O)OC)C(=CC1)C)OC (Methyl 3-bromo-2-methoxy-6-methylbenzoate). RXN SMILES: [Br:1][C:2]1[C:3]([O:14][CH3:15])=[C:4]([C:10]([CH3:13])=[CH:11][CH:12]=1)[C:5]([O:7][CH2:8]C)=[O:6].BrC1C(O)=C(C(C)=CC=1)C(OC)=O>>[Br:1][C:2]1[C:3]([O:14][CH3:15])=[C:4]([C:10]([CH3:13])=[CH:11][CH:12]=1)[C:5]([O:7][CH3:8])=[O:6]. Procedure: Prepared by proceeding in a similar manner to Intermediate 90, starting from methyl 3-bromo-2-hydroxy-6-methylbenzoate (Intermediate 93).